Dataset: the Open Reaction Database (ORD), a public repository of structured organic reaction records. Task: describe an organic reaction: reactants, conditions, products, and yield The reactants are ClC1=C(OC(C(=O)O)C)C=C(C(=C1)Cl)Cl (2-(2',4',5'-trichloro-phenoxy)-propionic acid), C(C(C)(C)C)(=O)Cl (pivaloyl chloride), diethyl-ethoxy-magnesium malonate, C(CC(=O)OCC)(=O)OCC (diethyl malonate). Reported procedure: One proceeds in an analogous manner to Example 4 except that 27 g of 2-(2',4',5'-trichloro-phenoxy)-propionic acid are reacted first with 12 g of pivaloyl chloride and thereafter with diethyl-ethoxy-magnesium malonate prepared from 17.6 g of diethyl malonate. The reaction mixture is worked up. Thus 37 g of the desired compound are obtained in the form of pale yellow crystals, yield 91%, mp.: 62°-66° C. Reaction SMILES: [Cl:1][C:2]1[CH:13]=[C:12]([Cl:14])[C:11]([Cl:15])=[CH:10][C:3]=1[O:4][CH:5]([CH3:9])[C:6]([OH:8])=O.C(Cl)(=O)C(C)(C)C.C([O-])(=O)CC([O-])=O.C(C(CC)(O[Mg+2])C)C.[C:38]([O:46][CH2:47][CH3:48])(=[O:45])[CH2:39][C:40]([O:42][CH2:43][CH3:44])=[O:41]>>[CH2:43]([O:42][C:40](=[O:41])[CH:39]([C:6](=[O:8])[CH:5]([O:4][C:3]1[CH:10]=[C:11]([Cl:15])[C:12]([Cl:14])=[CH:13][C:2]=1[Cl:1])[CH3:9])[C:38]([O:46][CH2:47][CH3:48])=[O:45])[CH3:44] |f:2.3|. The yield is 89.7%. The product is C(C)OC(C(C(=O)OCC)C(C(C)OC1=C(C=C(C(=C1)Cl)Cl)Cl)=O)=O (diethyl-2-(2',4',5'-trichloro-phenoxy)-propionyl-malonate). Reactants: O=S(=O)(Cl)c1ccccc1Br, CN, C1CCOC1, O. Product: CNS(=O)(=O)c1ccccc1Br. RXN SMILES: [Br:1][c:2]1[c:3]([S:8](=[O:9])(=[O:10])[Cl:11])[cH:4][cH:5][cH:6][cH:7]1.[CH3:12][NH2:13].[O:15]1[CH2:16][CH2:17][CH2:18][CH2:19]1.[OH2:14]>>[Br:1][c:2]1[c:3]([S:8](=[O:9])(=[O:10])[NH:13][CH3:12])[cH:4][cH:5][cH:6][cH:7]1. As a reaction SMILES: [C:19](=[O:20])([O-:21])[O-:22].[CH3:26][CH2:27][O:28][CH2:29][CH2:30][OH:31].[Cu:32].[Cu:33][I:34].[F:1][c:2]1[cH:3][c:4]([Br:11])[c:5]([C:6](=[O:7])[OH:8])[cH:9][cH:10]1.[K+:23].[K+:24].[NH2:12][c:13]1[cH:14][cH:15][cH:16][cH:17][cH:18]1.[OH2:25]>>[F:1][c:2]1[cH:3][c:4]([NH:12][c:13]2[cH:14][cH:15][cH:16][cH:17][cH:18]2)[c:5]([C:6](=[O:7])[OH:8])[cH:9][cH:10]1. The reactants are O=C([O-])[O-], CCOCCO, [Cu], [Cu]I, O=C(O)c1ccc(F)cc1Br, [K+], [K+], Nc1ccccc1, O. Product: O=C(O)c1ccc(F)cc1Nc1ccccc1. The reactants are O=C(Br)CBr, CCCCc1ccc(N)c([N+](=O)[O-])c1, Cc1ccccc1. Product: CCCCc1ccc(NC(=O)CBr)c([N+](=O)[O-])c1. RXN SMILES: [Br:15][CH2:16][C:17](=[O:18])[Br:19].[CH2:1]([CH2:2][CH2:3][CH3:4])[c:5]1[cH:6][c:7]([N+:12](=[O:13])[O-:14])[c:8]([NH2:9])[cH:10][cH:11]1.[CH3:20][c:21]1[cH:22][cH:23][cH:24][cH:25][cH:26]1>>[CH2:1]([CH2:2][CH2:3][CH3:4])[c:5]1[cH:6][c:7]([N+:12](=[O:13])[O-:14])[c:8]([NH:9][C:17]([CH2:16][Br:15])=[O:18])[cH:10][cH:11]1. Starting materials: N1CCC(CC1)NC(OC(C)(C)C)=O (1,1-dimethylethyl piperidin-4-ylcarbamate), CC(=O)C (acetone). Product: CC(C)N1CCC(CC1)N (1-(1-methylethyl)piperidin-4-amine). RXN SMILES: [NH:1]1[CH2:6][CH2:5][CH:4]([NH:7]C(=O)OC(C)(C)C)[CH2:3][CH2:2]1.[CH3:15][C:16]([CH3:18])=O>>[CH3:15][CH:16]([N:1]1[CH2:2][CH2:3][CH:4]([NH2:7])[CH2:5][CH2:6]1)[CH3:18]. Reported procedure: Synthesized according to the method of reagent preparation 9 by using acetone and 1,1-dimethylethyl piperidin-4-ylcarbamate. MS (EI) for C8H18N2: 143 (MH+). Reactants: IC1=CC=CC=C1 (iodobenzene), aqueous solution, C(C)(=O)OO (peracetic acid). Run at temperature 30 celsius. The product is C(C)(=O)O.C(C)(=O)O.IC1=CC=CC=C1 (Iodobenzene Diacetate). As a reaction SMILES: [I:1][C:2]1[CH:7]=[CH:6][CH:5]=[CH:4][CH:3]=1.[C:8]([O:11]O)(=[O:10])[CH3:9]>>[C:8]([OH:11])(=[O:10])[CH3:9].[C:8]([OH:11])(=[O:10])[CH3:9].[I:1][C:2]1[CH:7]=[CH:6][CH:5]=[CH:4][CH:3]=1 |f:2.3.4|. Procedure: 40.8 g (0.2 mol) of iodobenzene were charged to a 300 ml round bottom flask equipped with thermometer and vented addition funnel. 91.2 g (0.48 mol) of a 40% aqueous solution of peracetic acid was added dropwise to the flask over a 25-minute period while maintaining the flask at 30° C. in a water bath. After about 1 hour a yellowish white solid formed. The reaction mixture was cooled in ice and the solid collected, washed with water and vaccuum dried at 40° C. The iodobenzene diacetate product we... Solvent: C1CCOC1 (THF), C1CCOC1 (THF). Yields the product C(C)OC=1C=C(C=CC1OC)\C(=C/C#N)\C1=CC(=C(C=C1)OC)O (Z-3-(3-ethoxy-4-methoxy-phenyl) -3-(3-hydroxy-4-methoxy-phenyl)-acrylonitrile). The reactants are C(C)OP(OCC)(=O)CC#N (cyanomethylphosphonic acid diethyl ester), C[Si](C)(C)[N-][Si](C)(C)C.[Li+] (lithium bis(trimethylsilyl)amide), C(C)OC=1C=C(C=CC1OC)C(=O)C1=CC(=C(C=C1)OC)O ((3-ethoxy-4-methoxy-phenyl)-(3-hydroxy-4-methoxy-phenyl)-methanone), O (water). Reaction SMILES: C(OP([CH2:9][C:10]#[N:11])(=O)OCC)C.C[Si]([N-][Si](C)(C)C)(C)C.[Li+].[CH2:22]([O:24][C:25]1[CH:26]=[C:27]([C:33]([C:35]2[CH:40]=[CH:39][C:38]([O:41][CH3:42])=[C:37]([OH:43])[CH:36]=2)=O)[CH:28]=[CH:29][C:30]=1[O:31][CH3:32])[CH3:23].O>C1COCC1>[CH2:22]([O:24][C:25]1[CH:26]=[C:27](/[C:33](/[C:35]2[CH:40]=[CH:39][C:38]([O:41][CH3:42])=[C:37]([OH:43])[CH:36]=2)=[CH:9]\[C:10]#[N:11])[CH:28]=[CH:29][C:30]=1[O:31][CH3:32])[CH3:23] |f:1.2|. Yield: 94.0%. Reaction conditions: time 30 minute. Procedure details: To a solution of cyanomethylphosphonic acid diethyl ester (8.1 mL, 51.6 mmol) in anhydrous THF (50 mL) was added lithium bis(trimethylsilyl)amide (1.0 M solution in THF, 51.6 mL, 51.6 mmol) at 0° C. and stirred for 30 min at room temperature followed by addition of (3-ethoxy-4-methoxy-phenyl)-(3-hydroxy-4-methoxy-phenyl)-methanone (5.20 g, 17.2 mmol) in THF (40 mL) and refluxed overnight. The reaction mixture was poured into water (50 mL), extracted with CH2Cl2 (2×60 mL). The combined organic ph...